This data is from the Open Reaction Database (ORD), a public repository of structured organic reaction records. The task is: describe an organic reaction: reactants, conditions, products, and yield The reactants are [N+](=O)([O-])C=1C=C2C(=CNC2=CC1)CC#N ((5-nitro-1H-indol-3-yl)-acetonitrile), O (water). Solvent: C1CCOC1 (THF). Run at time 8 hour. Product: [N+](=O)([O-])C1=CC=C2NC=C(CCN)C2=C1 (5-Nitrotryptamine). As a reaction SMILES: [N+:1]([C:4]1[CH:5]=[C:6]2[C:10](=[CH:11][CH:12]=1)[NH:9][CH:8]=[C:7]2[CH2:13][C:14]#[N:15])([O-:3])=[O:2].O>C1COCC1>[N+:1]([C:4]1[CH:5]=[C:6]2[C:10]([NH:9][CH:8]=[C:7]2[CH2:13][CH2:14][NH2:15])=[CH:11][CH:12]=1)([O-:3])=[O:2]. Procedure: Dissolve (5-nitro-1H-indol-3-yl)-acetonitrile (9 g, 44.7 mmol) in 250 mL dry THF and treat with 90 mL 1 M BH3 in TBF at ambient temperature. Stir overnight and quench the reaction cautiously by the dropwise addition of 10 mL water. Concentrate to dryness under vacuum and partition the residue between 5 N HCl and EtOAc. Extract the aqueous layer with EtOAc and combine with the original EtOAc layer. Treat the aqueous layer with 5 N NaOH and extract 3 times with 10% MeOH in EtOAc. Purify by flushin... The reactants are BrC=1C=NC(=NC1)C1=CC(=NC=C1)C (5-bromo-2-(2-methylpyridin-4-yl)pyrimidine), [Cl-].C(C)(C)(C)OC(C[Zn+])=O ((2-tert-butoxy-2-oxoethyl) zinc(II) chloride), CCOCC (ether). Reagents/catalysts: C=1C=CC(=CC1)/C=C/C(=O)/C=C/C2=CC=CC=C2.C=1C=CC(=CC1)/C=C/C(=O)/C=C/C2=CC=CC=C2.[Pd] (Pd(dba)2), CC(C)(C)P([C-]1C=CC=C1)C(C)(C)C.C1=CC=C(C=C1)[C-]2C(=C(C(=C2C3=CC=CC=C3)C4=CC=CC=C4)C5=CC=CC=C5)C6=CC=CC=C6.[Fe+2] (Q-phos). Solvent: C1CCOC1 (THF). Reaction conditions: temperature 100 celsius, time 1 hour. Yields the product CC1=NC=CC(=C1)C1=NC=C(C=N1)CC(=O)OC(C)(C)C (tert-butyl 2-(2-(2-methylpyridin-4-yl)pyrimidin-5-yl)acetate). RXN SMILES: Br[C:2]1[CH:3]=[N:4][C:5]([C:8]2[CH:13]=[CH:12][N:11]=[C:10]([CH3:14])[CH:9]=2)=[N:6][CH:7]=1.[Cl-].[C:16]([O:20][C:21](=[O:24])[CH2:22][Zn+])([CH3:19])([CH3:18])[CH3:17].CCOCC>C1C=CC(/C=C/C(/C=C/C2C=CC=CC=2)=O)=CC=1.C1C=CC(/C=C/C(/C=C/C2C=CC=CC=2)=O)=CC=1.[Pd].CC(P(C(C)(C)C)[C-]1C=CC=C1)(C)C.C1C=CC([C-]2C(C3C=CC=CC=3)=C(C3C=CC=CC=3)C(C3C=CC=CC=3)=C2C2C=CC=CC=2)=CC=1.[Fe+2].C1COCC1>[CH3:14][C:10]1[CH:9]=[C:8]([C:5]2[N:4]=[CH:3][C:2]([CH2:22][C:21]([O:20][C:16]([CH3:19])([CH3:18])[CH3:17])=[O:24])=[CH:7][N:6]=2)[CH:13]=[CH:12][N:11]=1 |f:1.2,4.5.6,7.8.9|. Procedure details: To a sealed tube were added 5-bromo-2-(2-methylpyridin-4-yl)pyrimidine 183-3 (50 mg, 0.20 mmol), 0.5 M (2-tert-butoxy-2-oxoethyl) zinc(II) chloride in ether (0.60 mL, 0.30 mmol), Pd(dba)2 (6 mg, 0.01 mmol), Q-phos (14 mg, 0.02 mmol) and THF (1.5 mL). The reaction mixture was bubbled with nitrogen for 1 minute and stirred at 100° C. for 1 hour. After cooling to room temperature, all the solvents were evaporated and the residue was redissolved in ethyl acetate, washed with water and brine, dried o...